From a dataset of the Open Reaction Database (ORD), a public repository of structured organic reaction records. describe an organic reaction: reactants, conditions, products, and yield Yields the product C=CCC1(C)CC(c2cccc(Cl)c2)C(c2ccc(Cl)cc2)N(C(C(C)C)C(C)O)C1=O. As a reaction SMILES: [Br-:1].[CH2:35]1[O:36][CH2:37][CH2:38][CH2:39]1.[CH2:4]([CH:5]=[CH2:6])[C:7]1([CH3:34])[C:8](=[O:33])[N:9]([CH:27]([CH:28]=[O:29])[CH:30]([CH3:31])[CH3:32])[CH:10]([c:20]2[cH:21][cH:22][c:23]([Cl:26])[cH:24][cH:25]2)[CH:11]([c:13]2[cH:14][c:15]([Cl:19])[cH:16][cH:17][cH:18]2)[CH2:12]1.[CH3:2][Mg+:3]>>[CH3:2][CH:28]([CH:27]([N:9]1[C:8](=[O:33])[C:7]([CH2:4][CH:5]=[CH2:6])([CH3:34])[CH2:12][CH:11]([c:13]2[cH:14][c:15]([Cl:19])[cH:16][cH:17][cH:18]2)[CH:10]1[c:20]1[cH:21][cH:22][c:23]([Cl:26])[cH:24][cH:25]1)[CH:30]([CH3:31])[CH3:32])[OH:29]. The reactants are [Br-], C1CCOC1, C=CCC1(C)CC(c2cccc(Cl)c2)C(c2ccc(Cl)cc2)N(C(C=O)C(C)C)C1=O, C[Mg+]. Starting materials: IC(CC(C(=O)OCC)(F)F)C(C(C(C(F)(F)F)(F)F)(F)F)(F)F (ethyl 4-iodo-2,2,5,5,6,6,7,7,8,8,8-undecafluorooctanoate), C(CCC)[SnH](CCCC)CCCC (tributyltin hydride). Conditions: temperature 50 celsius, time 2 hour. The product is FC(C(=O)OCC)(CCC(C(C(C(F)(F)F)(F)F)(F)F)(F)F)F (ethyl 2,2,5,5,6,6,7,7,8,8,8-undecafluorooctanoate). Isolated yield 87.8%. RXN SMILES: I[CH:2]([C:12]([F:24])([F:23])[C:13]([F:22])([F:21])[C:14]([F:20])([F:19])[C:15]([F:18])([F:17])[F:16])[CH2:3][C:4]([F:11])([F:10])[C:5]([O:7][CH2:8][CH3:9])=[O:6].C([SnH](CCCC)CCCC)CCC>>[F:10][C:4]([F:11])([CH2:3][CH2:2][C:12]([F:23])([F:24])[C:13]([F:21])([F:22])[C:14]([F:19])([F:20])[C:15]([F:16])([F:18])[F:17])[C:5]([O:7][CH2:8][CH3:9])=[O:6]. Procedure: The compound ethyl 4-iodo-2,2,5,5,6,6,7,7,8,8,8-undecafluorooctanoate prepared from Example 5 (99.2 g, 0.2 mol) was added dropwise into a well-stirred tributyltin hydride liquid (58.5 g, 0.201 mol). The reaction temperature was controlled at ~30° C. during the process. After addition was complete, the mixture was stirred at 50° C. for 2 hr. The product ethyl 2,2,5,5,6,6,7,7,8,8,8-undecafluorooctanoate (65.0 g, 88% yield) was isolated by distillation as a clear, colorless liquid having a boiling ... Reactants: II (iodine), BrC1=C(C=CC=C1)C (2-bromotoluene), BrC1=C(C=CC2=CC=CC=C12)C (1-bromo-2-methylnaphthalene), Grignard reagent, [Mg] (Magnesium). Reagents/catalysts: BrCCBr (1,2-dibromoethane), Cl[Ni]([P](C1=CC=CC=C1)(C2=CC=CC=C2)C3=CC=CC=C3)([P](C4=CC=CC=C4)(C5=CC=CC=C5)C6=CC=CC=C6)Cl (bis(triphenylphosphine)nickel dichloride). The solvent is C(C)OCC (diethyl ether), C(C)OCC.C1=CC=CC=C1 (diethyl ether benzene), C(C)OCC (diethyl ether). Product: CC1=C(C2=CC=CC=C2C=C1)C1=C(C=CC=C1)C (2-methyl-1-(2-methylphenyl)naphthalene). As a reaction SMILES: [Mg].II.Br[C:5]1[C:14]2[C:9](=[CH:10][CH:11]=[CH:12][CH:13]=2)[CH:8]=[CH:7][C:6]=1[CH3:15].Br[C:17]1[CH:22]=[CH:21][CH:20]=[CH:19][C:18]=1[CH3:23]>BrCCBr.C(OCC)C.Cl[Ni](Cl)([P](C1C=CC=CC=1)(C1C=CC=CC=1)C1C=CC=CC=1)[P](C1C=CC=CC=1)(C1C=CC=CC=1)C1C=CC=CC=1.C(OCC)C.C1C=CC=CC=1>[CH3:15][C:6]1[CH:7]=[CH:8][C:9]2[C:14](=[CH:13][CH:12]=[CH:11][CH:10]=2)[C:5]=1[C:17]1[CH:22]=[CH:21][CH:20]=[CH:19][C:18]=1[CH3:23] |f:7.8,^1:35,54|. Procedure details: Magnesium turnings (4.00 gr, 0.165 mol) and anhydrous diethyl ether (30 mL) were placed in a 500-mL three-neck round bottom flask, fitted with a condenser, addition funnel and nitrogen inlet. A crystal of iodine and 3-4 drops of 1,2-dibromoethane were added and the mixture was stirred magnetically. A solution of 1-bromo-2-methylnaphthalene (33.20 gr, 0.150 mol) in a 1:1 mixture of diethyl ether-benzene (120 mL) was added dropwise at a rate such that gentle reflux was maintained. After the additi... Starting materials: C29H35Cl2N5O6S, ClCl (chlorine), ClC1=CC2=C(NC(=N2)[C@H](CCS(=O)C)NC(C2=CC(=C(C=C2)C(=O)N2[C@@H](CCC2)CNC(=O)OC(C)(C)C)Cl)=O)C=C1 (N-[(1S)-1-(5-chloro-1H-benzimidazol-2-yl)-3-methylsulfinylpropyl]-3-chloro-4-[(2S)-2-(N-tert-butoxycarbonylaminomethyl)pyrrolidin-1-ylcarbonyl]benzamide), ClC=1C=C(C(=O)OO)C=CC1 (3-chloroperoxybenzoic acid), ClCCl.CO (dichloromethane methanol). Solvent: ClCCl (dichloromethane). Product: ClC1=CC2=C(NC(=N2)[C@H](CCS(=O)(=O)C)NC(C2=CC(=C(C=C2)C(=O)N2[C@@H](CCC2)CNC(=O)OC(C)(C)C)Cl)=O)C=C1 (N-[(1S)-1-(5-chloro-1H-benzimidazol-2-yl)-3-methylsulfonylpropyl]-3-chloro-4-[(2S)-2-(N-tert-butoxycarbonylaminomethyl)pyrrolidin-1-ylcarbonyl]benzamide). Isolated yield 46.0%. As a reaction SMILES: [Cl:1][C:2]1[CH:42]=[CH:41][C:5]2[NH:6][C:7]([C@@H:9]([NH:15][C:16](=[O:40])[C:17]3[CH:22]=[CH:21][C:20]([C:23]([N:25]4[CH2:29][CH2:28][CH2:27][C@H:26]4[CH2:30][NH:31][C:32]([O:34][C:35]([CH3:38])([CH3:37])[CH3:36])=[O:33])=[O:24])=[C:19]([Cl:39])[CH:18]=3)[CH2:10][CH2:11][S:12]([CH3:14])=[O:13])=[N:8][C:4]=2[CH:3]=1.ClC1C=C(C=CC=1)C(OO)=[O:48].ClCCl.CO.ClCl>ClCCl>[Cl:1][C:2]1[CH:42]=[CH:41][C:5]2[NH:6][C:7]([C@@H:9]([NH:15][C:16](=[O:40])[C:17]3[CH:22]=[CH:21][C:20]([C:23]([N:25]4[CH2:29][CH2:28][CH2:27][C@H:26]4[CH2:30][NH:31][C:32]([O:34][C:35]([CH3:38])([CH3:37])[CH3:36])=[O:33])=[O:24])=[C:19]([Cl:39])[CH:18]=3)[CH2:10][CH2:11][S:12]([CH3:14])(=[O:48])=[O:13])=[N:8][C:4]=2[CH:3]=1 |f:2.3|. Procedure: Prepared analogously to Example 85 from N-[(1S)-1-(5-chloro-1H-benzimidazol-2-yl)-3-methylsulfinylpropyl]-3-chloro-4-[(2S)-2-(N-tert-butoxycarbonylaminomethyl)pyrrolidin-1-ylcarbonyl]benzamide and 2 equivalents of 3-chloroperoxybenzoic acid in dichloromethane/glacial acetic acid. Yield: 46%; Rf value: 0.38 (silica gel; dichloromethane/methanol=9:1); C29H35Cl2N5O6S (652.60); mass spectrum: (M+H)+=652/654/656 (chlorine isotope).